From a dataset of the Open Reaction Database (ORD), a public repository of structured organic reaction records. describe an organic reaction: reactants, conditions, products, and yield Starting materials: ClC=1C=CC2=C(N=C(O2)N2[C@@H](CCCC2)C(=O)OCC2=CC=CC=C2)C1 (benzyl (2S)-1-(5-chloro-1,3-benzoxazol-2-yl)-2-piperidinecarboxylate), [OH-].[Li+] (lithium hydroxide). Product: ClC=1C=CC2=C(N=C(O2)N2[C@@H](CCCC2)C(=O)O)C1 ((2S)-1-(5-chloro-1,3-benzoxazol-2-yl)-2-piperidinecarboxylic acid). RXN SMILES: [Cl:1][C:2]1[CH:3]=[CH:4][C:5]2[O:9][C:8]([N:10]3[CH2:15][CH2:14][CH2:13][CH2:12][C@H:11]3[C:16]([O:18]CC3C=CC=CC=3)=[O:17])=[N:7][C:6]=2[CH:26]=1.[OH-].[Li+]>>[Cl:1][C:2]1[CH:3]=[CH:4][C:5]2[O:9][C:8]([N:10]3[CH2:15][CH2:14][CH2:13][CH2:12][C@H:11]3[C:16]([OH:18])=[O:17])=[N:7][C:6]=2[CH:26]=1 |f:1.2|. Procedure details: The title compound was prepared by a similar method to Preparation 3 from benzyl (2S)-1-(5-chloro-1,3-benzoxazol-2-yl)-2-piperidinecarboxylate [see Preparation 28] and 1N aqueous lithium hydroxide solution to afford (2S)-1-(5-chloro-1,3-benzoxazol-2-yl)-2-piperidinecarboxylic acid as an oil. Reactants: ClCC1=CC=C(C=C1)NC(=O)C=1CCOC2=C(C1)C=C(C=C2)C2=CC=C(C=C2)C (N-(4-chloromethylphenyl)-7-(4-methylphenyl)-2,3-dihydro-1-benzoxepine-4-carboxamide), CN(C1CCC(CC1)=O)C (4-dimethylaminocyclohexanone). The solvent is CN(C=O)C (N,N-dimethylformamide), CN(C=O)C (N,N-dimethylformamide). Reaction conditions: time 14 hour. Yields the product [Cl-].O=C1CCC(CC1)[NH3+] (N-(4-oxocyclohexyl)ammonium chloride). Yield: 384.6%. Reaction SMILES: [Cl:1]CC1C=CC(NC(C2CCOC3C=CC(C4C=CC(C)=CC=4)=CC=3C=2)=O)=CC=1.C[N:31](C)[CH:32]1[CH2:37][CH2:36][C:35](=[O:38])[CH2:34][CH2:33]1>CN(C)C=O>[Cl-:1].[O:38]=[C:35]1[CH2:36][CH2:37][CH:32]([NH3+:31])[CH2:33][CH2:34]1 |f:3.4|. Procedure: To a solution of N-(4-chloromethylphenyl)-7-(4-methylphenyl)-2,3-dihydro-1-benzoxepine-4-carboxamide (214 mg, 0.530 mmol) in N,N-dimethylformamide (1 ml) was dropwise added a solution of 4-dimethylaminocyclohexanone (112 mg, 0.795 mmol) in N,N-dimethylformamide (1 m). Under nitrogen atmosphere, the mixture was stirred for 14 hours. The solvent was evaporated to give crude product, which was washed with ether to give N,N-dimethyl-N-(((7-(4-methylphenyl)-2,3-dihydro-1-benzoxepin-4-yl)carbonyl)amin...